Dataset: the Open Reaction Database (ORD), a public repository of structured organic reaction records. Task: describe an organic reaction: reactants, conditions, products, and yield Starting materials: NC1=CC=C(OC2=CC(=NC=C2)NC(=O)N2CCN(CC2)CCN(C)C)C=C1 (4-(4-aminophenoxy)-2-{[4-(2-dimethylaminoethyl)piperazin-1-yl]carbonylamino}pyridine), C12(C(=O)CC(CC1)C2(C)C)CS(=O)(=O)O ((+)-10-camphorsulfonic acid), C1(=CC=CC=C1)CC(=O)N=C=S (2-phenylacetyl isothiocyanate). Solvent: C(C)O (ethanol), C1(=CC=CC=C1)C (toluene). Reaction conditions: time 3 hour. The product is CN(CCN1CCN(CC1)C(=O)NC1=NC=CC(=C1)OC1=CC=C(C=C1)NC(=S)NC(CC1=CC=CC=C1)=O)C (2-{[4-(2-Dimethylaminoethyl)piperazin-1-yl]carbonylamino}-4-{4-[3-(2-phenylacetyl)thioureido]phenoxy}pyridine). The yield is 45.0%. Reaction SMILES: [NH2:1][C:2]1[CH:28]=[CH:27][C:5]([O:6][C:7]2[CH:12]=[CH:11][N:10]=[C:9]([NH:13][C:14]([N:16]3[CH2:21][CH2:20][N:19]([CH2:22][CH2:23][N:24]([CH3:26])[CH3:25])[CH2:18][CH2:17]3)=[O:15])[CH:8]=2)=[CH:4][CH:3]=1.C12(CS(O)(=O)=O)C(C)(C)C(CC1)CC2=O.[C:44]1([CH2:50][C:51]([N:53]=[C:54]=[S:55])=[O:52])[CH:49]=[CH:48][CH:47]=[CH:46][CH:45]=1>C(O)C.C1(C)C=CC=CC=1>[CH3:26][N:24]([CH3:25])[CH2:23][CH2:22][N:19]1[CH2:18][CH2:17][N:16]([C:14]([NH:13][C:9]2[CH:8]=[C:7]([O:6][C:5]3[CH:4]=[CH:3][C:2]([NH:1][C:54]([NH:53][C:51](=[O:52])[CH2:50][C:44]4[CH:45]=[CH:46][CH:47]=[CH:48][CH:49]=4)=[S:55])=[CH:28][CH:27]=3)[CH:12]=[CH:11][N:10]=2)=[O:15])[CH2:21][CH2:20]1. Procedure details: To a solution of 4-(4-aminophenoxy)-2-{[4-(2-dimethylaminoethyl)piperazin-1-yl]carbonylamino}pyridine (137 mg) and (+)-10-camphorsulfonic acid (151 mg) in ethanol (3.5 ml) was added a solution of 2-phenylacetyl isothiocyanate in toluene (0.25 M, 2.73 ml) at room temperature, followed by stirring for 3 hours. The reaction mixture was partitioned between ethyl acetate and a saturated aqueous solution of sodium hydrogencarbonate. The organic layer was washed with a saturated aqueous solution of sod... Yields the product C(C)SC=1C(=NC=CN1)OCC(CNC(C)C)O (3-ethylthio-2-(3'-isopropylamino-2'-hydroxypropoxy)-pyrazine). The solvent is CO (methanol). As a reaction SMILES: Cl[C:2]1[C:3]([O:8][CH2:9][CH:10]([OH:16])[CH2:11][NH:12][CH:13]([CH3:15])[CH3:14])=[N:4][CH:5]=[CH:6][N:7]=1.[CH2:17]([SH:19])[CH3:18].C[O-].[Na+]>CO>[CH2:17]([S:19][C:2]1[C:3]([O:8][CH2:9][CH:10]([OH:16])[CH2:11][NH:12][CH:13]([CH3:15])[CH3:14])=[N:4][CH:5]=[CH:6][N:7]=1)[CH3:18] |f:2.3|. Reported procedure: Analogously to the description in Example 8, 7.5 g (0.03 mol) of 3-chloro-2-(3'-isopropylamino-2'-hydroxy-propoxy)-pyrazine, 2.8 g (0.045 mol) of ethyl-mercaptan and 2.4 g (0.045 mol) of sodium methylate in 150 ml of methanol, when refluxed for 30 hours, give the crude base 3-ethylthio-2-(3'-isopropylamino-2'-hydroxypropoxy)-pyrazine, and this is converted, with 1.74 g of fumaric acid, into the fumarate of melting point 158°-160° C. when crystallised from methanol-ether. Reactants: ClC=1C(=NC=CN1)OCC(CNC(C)C)O (3-chloro-2-(3'-isopropylamino-2'-hydroxy-propoxy)-pyrazine), C(C)S (ethyl-mercaptan), C[O-].[Na+] (sodium methylate). Reactants: CN1CCOCC1 (4-methylmorpholine), CC1=NC(=NO1)C=1C=C(OC(C(=O)O)C2=CC=CC=C2)C=CC1 ([3-(5-methyl-1,2,4-oxadiazol-3-yl)phenoxyl]-2-phenylacetic acid), NC1=CC=C(C=C1)N1C(CCCC1)=O (1-(4-aminophenyl)piperidin-2-one), Cl.CN(CCCN=C=NCC)C (N-(3-dimethylaminopropyl)-N′-ethylcarbodiimide hydrochloride), O.OC1=CC=CC=2NN=NC21 (hydroxybenzotriazole hydrate), C([O-])([O-])=O.[Na+].[Na+] (sodium carbonate). Run in CN(C)C=O (DMF). Reaction conditions: time 48 hour. Product: CC1=NC(=NO1)C=1C=C(OC(C(=O)NC2=CC=C(C=C2)N2C(CCCC2)=O)C2=CC=CC=C2)C=CC1 (2-[3-(5-methyl-1,2,4-oxadiazol-3-yl)phenoxy]-N-[4-(2-oxopiperidin-1-yl)phenyl]-2-phenylacetamide). RXN SMILES: CN1CCOCC1.[CH3:8][C:9]1[O:13][N:12]=[C:11]([C:14]2[CH:15]=[C:16]([CH:28]=[CH:29][CH:30]=2)[O:17][CH:18]([C:22]2[CH:27]=[CH:26][CH:25]=[CH:24][CH:23]=2)[C:19]([OH:21])=O)[N:10]=1.[NH2:31][C:32]1[CH:37]=[CH:36][C:35]([N:38]2[CH2:43][CH2:42][CH2:41][CH2:40][C:39]2=[O:44])=[CH:34][CH:33]=1.Cl.CN(C)CCCN=C=NCC.O.OC1C2N=NNC=2C=CC=1.C(=O)([O-])[O-].[Na+].[Na+]>CN(C=O)C>[CH3:8][C:9]1[O:13][N:12]=[C:11]([C:14]2[CH:15]=[C:16]([CH:28]=[CH:29][CH:30]=2)[O:17][CH:18]([C:22]2[CH:27]=[CH:26][CH:25]=[CH:24][CH:23]=2)[C:19]([NH:31][C:32]2[CH:37]=[CH:36][C:35]([N:38]3[CH2:43][CH2:42][CH2:41][CH2:40][C:39]3=[O:44])=[CH:34][CH:33]=2)=[O:21])[N:10]=1 |f:3.4,5.6,7.8.9|. Reported procedure: 35 μl (0.322 mmol) of 4-methylmorpholine are added to a solution of 100 mg (0.322 mmol) of [3-(5-methyl-1,2,4-oxadiazol-3-yl)phenoxyl]-2-phenylacetic acid, 61.3 mg (0.322 mmol) of 1-(4-aminophenyl)piperidin-2-one (prepared from 1-(4-nitrophenyl)piperidin-2-one by hydrogenation using Raney nickel as catalyst), 61.7 mg (0.322 mmol) of N-(3-dimethylaminopropyl)-N′-ethylcarbodiimide hydrochloride (DAPECI) and 49.3 mg (0.322 mmol) of hydroxybenzotriazole hydrate (HOBt) in 3 ml of DMF, and the mixture... Starting materials: CCOCc1nc2cnc3ccccc3c2n1CC1(NC(=O)OC(C)(C)C)CCCCC1, CCO, Cl. RXN SMILES: [CH2:1]([CH3:2])[O:3][CH2:4][c:5]1[n:6]([CH2:18][C:19]2([NH:25][C:26](=[O:27])[O:28][C:29]([CH3:30])([CH3:31])[CH3:32])[CH2:20][CH2:21][CH2:22][CH2:23][CH2:24]2)[c:7]2[c:8]([cH:9][n:10][c:11]3[cH:12][cH:13][cH:14][cH:15][c:16]23)[n:17]1.[CH3:34][CH2:35][OH:36].[ClH:33]>>[CH2:1]([CH3:2])[O:3][CH2:4][c:5]1[n:6]([CH2:18][C:19]2([NH2:25])[CH2:20][CH2:21][CH2:22][CH2:23][CH2:24]2)[c:7]2[c:8]([cH:9][n:10][c:11]3[cH:12][cH:13][cH:14][cH:15][c:16]23)[n:17]1. The product is CCOCc1nc2cnc3ccccc3c2n1CC1(N)CCCCC1. Starting materials: O=C1N(CCNC1)C1CC=2C=CC(=CC2CC1)C#N (6-(2-Oxopiperazin-1-yl)-5,6,7,8-tetrahydronaphthalene-2-carbonitrile), N1(N=NN=C1)C1=CC=C(C=C1)CC(=O)O ([4-(1H-tetrazol-1-yl)phenyl]acetic acid), C(CCl)Cl (EDC). Reagents/catalysts: CN(C)C=1C=CN=CC1 (DMAP). The solvent is C(Cl)Cl (DCM). Run at time 4 hour. Product: O=C1N(CCN(C1)C(CC1=CC=C(C=C1)N1N=NN=C1)=O)C1CC=2C=CC(=CC2CC1)C#N (6-(2-Oxo-4-{[4-(1H-tetrazol-1-yl)phenyl]acetyl}piperazin-1-yl)-5,6,7,8-tetrahydronaphthalene-2-carbonitrile). Reaction SMILES: [O:1]=[C:2]1[CH2:7][NH:6][CH2:5][CH2:4][N:3]1[CH:8]1[CH2:17][CH2:16][C:15]2[CH:14]=[C:13]([C:18]#[N:19])[CH:12]=[CH:11][C:10]=2[CH2:9]1.[N:20]1([C:25]2[CH:30]=[CH:29][C:28]([CH2:31][C:32](O)=[O:33])=[CH:27][CH:26]=2)[CH:24]=[N:23][N:22]=[N:21]1.C(Cl)CCl>C(Cl)Cl.CN(C1C=CN=CC=1)C>[O:1]=[C:2]1[CH2:7][N:6]([C:32](=[O:33])[CH2:31][C:28]2[CH:27]=[CH:26][C:25]([N:20]3[CH:24]=[N:23][N:22]=[N:21]3)=[CH:30][CH:29]=2)[CH2:5][CH2:4][N:3]1[CH:8]1[CH2:17][CH2:16][C:15]2[CH:14]=[C:13]([C:18]#[N:19])[CH:12]=[CH:11][C:10]=2[CH2:9]1. Procedure details: To a solution of 6-(2-Oxopiperazin-1-yl)-5,6,7,8-tetrahydronaphthalene-2-carbonitrile (40 mg, 0.16 mmol) and [4-(1H-tetrazol-1-yl)phenyl]acetic acid (38 mg, 0.19 mmol) in DCM (3 ml) was added DMAP (25 mg, 0.20 mmol) and EDC (39 mg, 0.20 mmol). The mixture was allowed to stir at RT for 4 hours. LC showed formation of the desired product. The solvent was removed under vacuum, and the residue was redissolved in methanol, and purified by reverse phase HPLC to give the title product. LC-MS (IE, m/z):... Starting materials: C(#N)C1=C(C(=C(C2=C1N=C(O2)C(=O)OCC)F)C2=CC=CC=C2)C (ethyl 4-cyano-7-fluoro-5-methyl-6-phenyl-1,3-benzoxazole-2-carboxylate), Cl (hydrochloric acid), C[Al](C)C (trimethylaluminium), N1CCCCC1 (piperidine). Run in ClCCl (dichloromethane), ClCCl (dichloromethane). Reaction conditions: time 15 minute. The product is FC=1C(=C(C(=C2N=C(OC21)C(=O)N2CCCCC2)C#N)C)C2=CC=CC=C2 (7-Fluoro-5-methyl-6-phenyl-2-(piperidin-1-ylcarbonyl)-1,3-benzoxazole-4-carbonitrile). Yield: 36.9%. RXN SMILES: C[Al](C)C.[NH:5]1[CH2:10][CH2:9][CH2:8][CH2:7][CH2:6]1.[C:11]([C:13]1[C:18]2[N:19]=[C:20]([C:22](OCC)=[O:23])[O:21][C:17]=2[C:16]([F:27])=[C:15]([C:28]2[CH:33]=[CH:32][CH:31]=[CH:30][CH:29]=2)[C:14]=1[CH3:34])#[N:12].Cl>ClCCl>[F:27][C:16]1[C:15]([C:28]2[CH:33]=[CH:32][CH:31]=[CH:30][CH:29]=2)=[C:14]([CH3:34])[C:13]([C:11]#[N:12])=[C:18]2[C:17]=1[O:21][C:20]([C:22]([N:5]1[CH2:10][CH2:9][CH2:8][CH2:7][CH2:6]1)=[O:23])=[N:19]2. Reported procedure: Under nitrogen atmosphere, trimethylaluminium (1.03 M n-hexane solution, 898 μl, 925 μmol) was dropwise added to a dichloromethane (1 ml) solution of piperidine (92 μl, 925 μmol) at room temperature, and stirred for 15 minutes. Subsequently, a dichloromethane (2 ml) solution of ethyl 4-cyano-7-fluoro-5-methyl-6-phenyl-1,3-benzoxazole-2-carboxylate (I-111) (150 mg, 463 μl) was dropwise added and stirred for 63 hours. After the reaction, aqueous 1 N hydrochloric acid solution was added to the reac... The reactants are OOS(=O)[O-].[K+] (OXONE), COC1=CC=C(C(=O)OC)C=C1 (methyl 4-methoxybenzoate), COC1=CC=C(C=O)C=C1 (4-methoxybenzaldehyde), CCOC(=O)C (EtOAc). The solvent is CO (MeOH). Reaction conditions: time 18 hour. The product is COC1=CC=C(C(=O)OC)C=C1 (methyl 4-methoxybenzoate), COC1=CC=C(C=C1)O (4-methoxy phenol). RXN SMILES: [CH3:1][O:2][C:3]1[CH:12]=[CH:11][C:6]([C:7]([O:9][CH3:10])=[O:8])=[CH:5][CH:4]=1.[CH3:13][O:14][C:15]1[CH:22]=[CH:21][C:18](C=O)=[CH:17][CH:16]=1.[OH:23]OS([O-])=O.[K+].CCOC(C)=O>CO>[CH3:1][O:2][C:3]1[CH:12]=[CH:11][C:6]([C:7]([O:9][CH3:10])=[O:8])=[CH:5][CH:4]=1.[CH3:13][O:14][C:15]1[CH:22]=[CH:21][C:18]([OH:23])=[CH:17][CH:16]=1 |f:2.3|. Reported procedure: To prepare methyl 4-methoxybenzoate, 4-methoxybenzaldehyde (100 mg) was dissolved in MeOH (10 mL), and OXONE (0.451 g) was added and stirred at room temperature for 18 hours with the reaction having a final volume (11 mL). The reaction was monitored by TLC or GC analysis. EtOAc was added to extract the products and 1N HCl was used to dissolve the salts. The organic extract was washed with 1N HCl (30 mL×3) and brine (30 mL), dried over Na2SO4, and the solvent was removed under reduced pressure to... Starting materials: CC(C)(C)OC(N1CCCC(C1)C=O)=O, CC1=CN=C(C=C1)N, [C-]#[N+]C1CCCCC1. Reagents/catalysts: O=C(O)C(F)(F)F (trifluoroacetic acid). The solvent is CC(C)O (isopropyl alcohol), CC(C)O (isopropylalcohol). Run at temperature 22 celsius, time 20 hour. Product: Cc1ccc2nc(C3CCCN(C3)C(=O)OC(C)(C)C)c(NC3CCCCC3)n2c1. Isolated yield 89.3%. Reaction SMILES: CC1=CC=C(N)N=C1.[C-]#[N+]C1CCCCC1.CC(C)(C)OC(=O)N1CCCC(C1)C=O>>CC1=CN2C(C=C1)=NC(C1CCCN(C1)C(=O)OC(C)(C)C)=C2NC1CCCCC1. The reactants are COc1ccc(OC)c(NC(=O)C2CCCCC2)c1, COc1ccc(P2(=S)SP(=S)(c3ccc(OC)cc3)S2)cc1, Cc1ccccc1, O. The product is COc1ccc(OC)c(NC(=S)C2CCCCC2)c1. As a reaction SMILES: [CH3:1][O:2][c:3]1[c:4]([NH:11][C:12](=[O:13])[CH:14]2[CH2:15][CH2:16][CH2:17][CH2:18][CH2:19]2)[cH:5][c:6]([O:9][CH3:10])[cH:7][cH:8]1.[CH3:20][O:21][c:22]1[cH:23][cH:24][c:25]([P:26]2(=[S:29])[S:27][P:28]([c:30]3[cH:31][cH:32][c:33]([O:34][CH3:35])[cH:36][cH:37]3)(=[S:38])[S:39]2)[cH:40][cH:41]1.[CH3:43][c:44]1[cH:45][cH:46][cH:47][cH:48][cH:49]1.[OH2:42]>>[CH3:1][O:2][c:3]1[c:4]([NH:11][C:12]([CH:14]2[CH2:15][CH2:16][CH2:17][CH2:18][CH2:19]2)=[S:29])[cH:5][c:6]([O:9][CH3:10])[cH:7][cH:8]1.